describe an organic reaction: reactants, conditions, products, and yield From a dataset of the Open Reaction Database (ORD), a public repository of structured organic reaction records. Reactants: COC=CC=1C=CC2=C(C=C(O2)CC=2N=C(OC2C)C2=CC=CC=C2)C1 (5-(2-methoxyethenyl)-2-(5-methyl-2-phenyl-4-oxazolyl)methylbenzofuran), O.C1(=CC=C(C=C1)S(=O)(=O)O)C (p-toluenesulfonic acid monohydrate). Solvent: CO (methanol). Yields the product COC(CC=1C=CC2=C(C=C(O2)CC=2N=C(OC2C)C2=CC=CC=C2)C1)OC (5-(2,2-Dimethoxyethyl)-2-[(5-methyl-2-phenyl-4-oxazolyl)methyl]benzofuran). Reaction SMILES: [CH3:1][O:2][CH:3]=[CH:4][C:5]1[CH:6]=[CH:7][C:8]2[O:12][C:11]([CH2:13][C:14]3[N:15]=[C:16]([C:20]4[CH:25]=[CH:24][CH:23]=[CH:22][CH:21]=4)[O:17][C:18]=3[CH3:19])=[CH:10][C:9]=2[CH:26]=1.[OH2:27].[C:28]1(C)C=CC(S(O)(=O)=O)=CC=1>CO>[CH3:28][O:27][CH:3]([O:2][CH3:1])[CH2:4][C:5]1[CH:6]=[CH:7][C:8]2[O:12][C:11]([CH2:13][C:14]3[N:15]=[C:16]([C:20]4[CH:21]=[CH:22][CH:23]=[CH:24][CH:25]=4)[O:17][C:18]=3[CH3:19])=[CH:10][C:9]=2[CH:26]=1 |f:1.2|. Reported procedure: A solution of 5-(2-methoxyethenyl)-2-(5-methyl-2-phenyl-4-oxazolyl)methylbenzofuran (0.69 g, 2.0 mmol) and p-toluenesulfonic acid monohydrate (40 mg, 0.21 mmol) in methanol (30 ml) was heated to reflux overnight. The solvent was removed, the residue was taken up in ethyl acetate, the solution was washed with 5% sodium bicarbonate and brine, dried over magnesium sulfate and concentrated to an oil which slowly solidified on standing (0.75 g). The reactants are C1COCCN1, CC(=O)c1ccc(F)c(C(F)(F)F)c1, O. Yields the product CC(=O)c1ccc(N2CCOCC2)c(C(F)(F)F)c1. RXN SMILES: [CH2:15]1[CH2:16][O:17][CH2:18][CH2:19][NH:20]1.[F:1][c:2]1[c:3]([C:11]([F:12])([F:13])[F:14])[cH:4][c:5]([C:8]([CH3:9])=[O:10])[cH:6][cH:7]1.[OH2:21]>>[c:2]1([N:20]2[CH2:15][CH2:16][O:17][CH2:18][CH2:19]2)[c:3]([C:11]([F:12])([F:13])[F:14])[cH:4][c:5]([C:8]([CH3:9])=[O:10])[cH:6][cH:7]1. Conditions: temperature -70 celsius, time 30 minute. Reaction SMILES: [Cl:1][C:2]1[CH:7]=[CH:6][C:5]([C:8]2[N:9]=[CH:10][N:11]([CH3:20])[C:12]=2[C:13]2[CH:18]=[CH:17][C:16]([Cl:19])=[CH:15][CH:14]=2)=[CH:4][CH:3]=1.C([Li])CCC.[C:26](Cl)([O:28][CH2:29][C:30]1[CH:35]=[CH:34][CH:33]=[CH:32][CH:31]=1)=[O:27].C(=O)(O)[O-].[Na+]>C1COCC1>[Cl:1][C:2]1[CH:3]=[CH:4][C:5]([C:8]2[N:9]=[C:10]([C:26]([O:28][CH2:29][C:30]3[CH:35]=[CH:34][CH:33]=[CH:32][CH:31]=3)=[O:27])[N:11]([CH3:20])[C:12]=2[C:13]2[CH:18]=[CH:17][C:16]([Cl:19])=[CH:15][CH:14]=2)=[CH:6][CH:7]=1 |f:3.4|. The solvent is C1CCOC1 (THF), C1CCOC1 (THF). Reported procedure: To a solution of 4,5-di-(4-chlorophenyl)-1-methylimidazole (0.25 gm, 0.825 mmol) from Step B in THF (5 mL) cooled to −70° C. in a dry ice/acetone bath was added via syringe n-butyl lithium (1.6 N in hexanes, 0.62 mL, 1.0 mmol). The reaction was stirred at −70° C. for 30 min and then a solution of CBZ-Cl (0.42 mL, 1.65 mmol) in THF (2 mL) was added rapidly. The reaction was warmed to rt over 1 hr. The reaction was poured into an aq. sodium bicarbonate solution and then extracted twice with ethyl ... Yields the product ClC1=CC=C(C=C1)C=1N=C(N(C1C1=CC=C(C=C1)Cl)C)C(=O)OCC1=CC=CC=C1 (Benzyl 4,5-di-(4-chlorophenyl)-1-methylimidazole-2-carboxylate). The reactants are C(=O)(OCC1=CC=CC=C1)Cl (CBZ-Cl), C([O-])(O)=O.[Na+] (sodium bicarbonate), ClC1=CC=C(C=C1)C=1N=CN(C1C1=CC=C(C=C1)Cl)C (4,5-Di-(4-chlorophenyl)-1-methylimidazole), C(CCC)[Li] (n-butyl lithium). Starting materials: O=C([O-])O, CC(=O)[O-], CC(=O)O, O=C(Cl)CCl, Cl, [Na+], [Na+], C1CCOC1, C1CNCCOC1. Product: O=C(CCl)N1CCCOCC1. RXN SMILES: [C:23](=[O:24])([O-:25])[OH:26].[CH3:10][C:11](=[O:12])[O-:13].[CH3:14][C:15](=[O:16])[OH:17].[Cl:18][CH2:19][C:20](=[O:21])[Cl:22].[ClH:1].[Na+:27].[Na+:9].[O:28]1[CH2:29][CH2:30][CH2:31][CH2:32]1.[O:2]1[CH2:3][CH2:4][NH:5][CH2:6][CH2:7][CH2:8]1>>[O:2]1[CH2:3][CH2:4][N:5]([C:20]([CH2:19][Cl:18])=[O:21])[CH2:6][CH2:7][CH2:8]1. Reactants: COC=1C=C2C(=CC=NC2=CC1OCCN)OC=1C(=NC2=CC=CC=C2C1)C (2-[6-methoxy-4-(2-methyl-quinolin-3-yloxy)-quinolin-7-yloxy]-ethylamine), COC=1C=C2C(=CC=NC2=CC1OCCN)OC=1C(=NC2=CC=CC=C2C1)C (2-[6-methoxy-4-(2-methyl-quinolin-3-yloxy)-quinolin-7-yloxy]-ethylamine), C(=O)(OC(C)(C)C)NC(=NS(=O)(=O)C(F)(F)F)NC(=O)OC(C)(C)C (1,3-diboc-2-(trifluoromethylsulfonyl)guanidine). The solvent is ClCCl (dichloromethane), CN(C=O)C (N,N-dimethylformamide). Run at time 4 hour. Product: COC=1C=C2C(=CC=NC2=CC1OCCNC(=NC(=O)OC(C)(C)C)NC(=O)OC(C)(C)C)OC=1C(=NC2=CC=CC=C2C1)C (N-{2-[6-methoxy-4-(2-methyl-quinolin-3-yloxy)-quinolin-7-yloxy]-ethyl}-N′,N″-diboc-guanidine). Yield: 39.9%. RXN SMILES: [CH3:1][O:2][C:3]1[CH:4]=[C:5]2[C:10](=[CH:11][C:12]=1[O:13][CH2:14][CH2:15][NH2:16])[N:9]=[CH:8][CH:7]=[C:6]2[O:17][C:18]1[C:19]([CH3:28])=[N:20][C:21]2[C:26]([CH:27]=1)=[CH:25][CH:24]=[CH:23][CH:22]=2.[C:29]([NH:36][C:37]([NH:46][C:47]([O:49][C:50]([CH3:53])([CH3:52])[CH3:51])=[O:48])=NS(C(F)(F)F)(=O)=O)([O:31][C:32]([CH3:35])([CH3:34])[CH3:33])=[O:30]>ClCCl.CN(C)C=O>[CH3:1][O:2][C:3]1[CH:4]=[C:5]2[C:10](=[CH:11][C:12]=1[O:13][CH2:14][CH2:15][NH:16][C:37]([NH:36][C:29]([O:31][C:32]([CH3:35])([CH3:34])[CH3:33])=[O:30])=[N:46][C:47]([O:49][C:50]([CH3:53])([CH3:52])[CH3:51])=[O:48])[N:9]=[CH:8][CH:7]=[C:6]2[O:17][C:18]1[C:19]([CH3:28])=[N:20][C:21]2[C:26]([CH:27]=1)=[CH:25][CH:24]=[CH:23][CH:22]=2. Procedure: A solution of 2-[6-methoxy-4-(2-methyl-quinolin-3-yloxy)-quinolin-7-yloxy]-ethylamine (compound 354) (340 mg) in dichloromethane (1 ml) and N,N-dimethylformamide (0.5 ml) were added to 1,3-diboc-2-(trifluoromethylsulfonyl)guanidine (355 mg), and the mixture was stirred at room temperature for 4 hr. The solvent was removed from the reaction solution under the reduced pressure, water was added to the residue, and the mixture was extracted with chloroform. The chloroform layer was washed with water...